Dataset: the Open Reaction Database (ORD), a public repository of structured organic reaction records. Task: describe an organic reaction: reactants, conditions, products, and yield Reactants: CCOC(=O)CBr, O=C([O-])[O-], CC#N, [K+], [K+], O=C1CC2(CCCCC2)Nc2cc(O)cc(O)c21. Yields the product CCOC(=O)COc1cc(O)c2c(c1)NC1(CCCCC1)CC2=O. RXN SMILES: [Br:19][CH2:20][C:21](=[O:22])[O:23][CH2:24][CH3:25].[C:26](=[O:27])([O-:28])[O-:29].[CH3:32][C:33]#[N:34].[K+:30].[K+:31].[OH:1][c:2]1[c:3]2[c:8]([cH:9][c:10]([OH:12])[cH:11]1)[NH:7][C:6]1([CH2:5][C:4]2=[O:18])[CH2:13][CH2:14][CH2:15][CH2:16][CH2:17]1>>[OH:1][c:2]1[c:3]2[c:8]([cH:9][c:10]([O:12][CH2:20][C:21](=[O:22])[O:23][CH2:24][CH3:25])[cH:11]1)[NH:7][C:6]1([CH2:5][C:4]2=[O:18])[CH2:13][CH2:14][CH2:15][CH2:16][CH2:17]1.